This data is from the Open Reaction Database (ORD), a public repository of structured organic reaction records. The task is: describe an organic reaction: reactants, conditions, products, and yield The reactants are C(C=C)OC(=O)N1[C@@H](C[C@H](C1)O[Si](C)(C)C(C)(C)C)CCOS(=O)(=O)C ((2R,4R)-1-allyloxycarbonyl-4-tert-butyldimethylsilyloxy-2-(2-methanesulfonyloxyethyl)pyrrolidine), C(=O)C=1N=CNC1 (4-formylimidazole), CC(C)([O-])C.[K+] (potassium tert-butoxide). Run in C(C)(=O)OCC (ethyl acetate), O (water), CN(C=O)C (N,N-dimethylformamide). Reaction conditions: temperature 45 celsius, time 2 hour. The product is C(C=C)OC(=O)N1[C@@H](C[C@H](C1)O[Si](C)(C)C(C)(C)C)CCN1C=NC=C1C=O ((2R,4R)-1-allyloxycarbonyl-4-tert-butyldimethylsilyloxy-2-{2-(5-formylimidazol-1-yl)ethyl}pyrrolidine). Yield: 23.7%. Reaction SMILES: [CH2:1]([O:4][C:5]([N:7]1[CH2:11][C@H:10]([O:12][Si:13]([C:16]([CH3:19])([CH3:18])[CH3:17])([CH3:15])[CH3:14])[CH2:9][C@H:8]1[CH2:20][CH2:21]OS(C)(=O)=O)=[O:6])[CH:2]=[CH2:3].[CH:27]([C:29]1[N:30]=[CH:31][NH:32][CH:33]=1)=[O:28].CC(C)([O-])C.[K+]>CN(C)C=O.C(OCC)(=O)C.O>[CH2:1]([O:4][C:5]([N:7]1[CH2:11][C@H:10]([O:12][Si:13]([C:16]([CH3:19])([CH3:18])[CH3:17])([CH3:14])[CH3:15])[CH2:9][C@H:8]1[CH2:20][CH2:21][N:30]1[C:29]([CH:27]=[O:28])=[CH:33][N:32]=[CH:31]1)=[O:6])[CH:2]=[CH2:3] |f:2.3|. Procedure: To a solution of (2R,4R)-1-allyloxycarbonyl-4-tert-butyldimethylsilyloxy-2-(2-methanesulfonyloxyethyl)pyrrolidine (63 g) and 4-formylimidazole (17.8 g) in N,N-dimethylformamide (300 ml) was added potassium tert-butoxide (20.8 g) by portions. Then, the mixture was stirred at 45° C. for 2 hours. Evaporation of the solvent gave a residue, which was dissolved in a mixture of ethyl acetate (1.5 l) and water (200 ml). The organic layer was separated, washed in turn with 1N hydrochloric acid (100 ml) a...